Dataset: the Open Reaction Database (ORD), a public repository of structured organic reaction records. Task: describe an organic reaction: reactants, conditions, products, and yield Starting materials: solution, B (borane), FC(C=1C=NC=2CC(NCC2C1)=O)(F)F (3-(trifluoromethyl)-5,8-dihydro-1,6-naphthyridin-7(6H)-one). Solvent: C1CCOC1 (THF), C1CCOC1 (THF). Reaction conditions: time 8 hour. Yields the product FC(C=1C=NC=2CCNCC2C1)(F)F (3-(Trifluoromethyl)-5,6,7,8-tetrahydro-1,6-naphthyridine). Reaction SMILES: [F:1][C:2]([F:15])([F:14])[C:3]1[CH:4]=[N:5][C:6]2[CH2:7][C:8](=O)[NH:9][CH2:10][C:11]=2[CH:12]=1.B>C1COCC1>[F:14][C:2]([F:1])([F:15])[C:3]1[CH:4]=[N:5][C:6]2[CH2:7][CH2:8][NH:9][CH2:10][C:11]=2[CH:12]=1. Procedure details: To a yellow suspension of 3-(trifluoromethyl)-5,8-dihydro-1,6-naphthyridin-7(6H)-one (2.08 g, 9.62 mmol) in THF (14 mL) was added slowly a 1.0 M solution of borane in THF (48.5 mL) and the resulting clear yellow solution was stirred at room temperature under N2 overnight. After overnight reaction, two peaks were detected. The major peak (>80%) was the borane complex, the minor peak was the desired product peak (<15%). In order to breakdown the borane complex, the cloudy reaction mixture was trea... Reactants: C(C)(=O)N1[C@@H](SC([C@@H]1C(=O)O)(C)C)C1=CC=CC=C1 ((2S,4S)-3-acetyl-5,5-dimethyl-2-phenyl-4-thiazolidinecarboxylic acid), C(C)(=O)N1C(SC2=C1C=CC(=C2)Cl)C2=C(C=CC(=C2)OC)O (3-acetyl-6-chloro-2-(2-hydroxy-5-methoxyphenyl)benzothiazoline), N(=NC(=O)OCC)C(=O)OCC (diethyl azodicarboxylate), N,N-Dimethylaminopyridine. Run in CN(C)C=O (DMF), CN(C)C=O (DMF). Conditions: time 8 hour. Product: C(C)(=O)N1C(SC2=C1C=CC(=C2)Cl)C2=C(C=CC(=C2)OC)OC(=O)[C@@H]2N([C@@H](SC2(C)C)C2=CC=CC=C2)C(C)=O ((+)-3-Acetyl-2-[2-((2S,4S)-3-acetyl-5,5-dimethyl-2-phenylthiazolidin-4-ylcarbonyloxy)-5-methoxyphenyl]-6-chlorobenzothiazoline). The yield is 34.4%. Reaction SMILES: [C:1]([N:4]1[C@@H:8]([C:9]([OH:11])=[O:10])[C:7]([CH3:13])([CH3:12])[S:6][C@H:5]1[C:14]1[CH:19]=[CH:18][CH:17]=[CH:16][CH:15]=1)(=[O:3])[CH3:2].[C:20]([N:23]1[C:27]2[CH:28]=[CH:29][C:30]([Cl:32])=[CH:31][C:26]=2[S:25][CH:24]1[C:33]1[CH:38]=[C:37]([O:39][CH3:40])[CH:36]=[CH:35][C:34]=1O)(=[O:22])[CH3:21].N(C(OCC)=O)=NC(OCC)=O>CN(C=O)C>[C:20]([N:23]1[C:27]2[CH:28]=[CH:29][C:30]([Cl:32])=[CH:31][C:26]=2[S:25][CH:24]1[C:33]1[CH:38]=[C:37]([O:39][CH3:40])[CH:36]=[CH:35][C:34]=1[O:10][C:9]([C@H:8]1[C:7]([CH3:13])([CH3:12])[S:6][C@@H:5]([C:14]2[CH:15]=[CH:16][CH:17]=[CH:18][CH:19]=2)[N:4]1[C:1](=[O:3])[CH3:2])=[O:11])(=[O:22])[CH3:21]. Procedure details: A solution of (2S,4S)-3-acetyl-5,5-dimethyl-2-phenyl-4-thiazolidinecarboxylic acid (102 g, 0.38 mol) in anhydrous DMF (500 ml) was added to a solution of 3-acetyl-6-chloro-2-(2-hydroxy-5-methoxyphenyl)benzothiazoline (127 g, 0.38 mol) in anhydrous DMF (500 ml) at room temperature. N,N-Dimethylaminopyridine (5.58 g, 45.7 mmol) was added thereto under a nitrogen atmosphere at room temperature with stirring. After ice-cooling, diethyl azodicarboxylate (87 g, 0.50 mol) was added thereto, and then th... The reactants are O=C1N(CCC1)CCC(=O)O (3-(2-oxopyrrolidin-1-yl)propanoic acid), C1(CC1)NC(=O)NC1=CC=C(C=C1)C=1N=C(C2=C(N1)CNC2)N2[C@H](COCC2)C ((S)-1-cyclopropyl-3-(4-(4-(3-methylmorpholino)-6,7-dihydro-5H-pyrrolo[3,4-d]pyrimidin-2-yl)phenyl)urea). Yields the product C1(CC1)NC(=O)NC1=CC=C(C=C1)C=1N=C(C2=C(N1)CN(C2)C(CCN2C(CCC2)=O)=O)N2[C@H](COCC2)C ((S)-1-cyclopropyl-3-(4-(4-(3-methylmorpholino)-6-(3-(2-oxopyrrolidin-1-yl)propanoyl)-6,7-dihydro-5H-pyrrolo[3,4-d]pyrimidin-2-yl)phenyl)urea). Reaction SMILES: [O:1]=[C:2]1[CH2:6][CH2:5][CH2:4][N:3]1[CH2:7][CH2:8][C:9]([OH:11])=O.[CH:12]1([NH:15][C:16]([NH:18][C:19]2[CH:24]=[CH:23][C:22]([C:25]3[N:26]=[C:27]([N:34]4[CH2:39][CH2:38][O:37][CH2:36][C@@H:35]4[CH3:40])[C:28]4[CH2:33][NH:32][CH2:31][C:29]=4[N:30]=3)=[CH:21][CH:20]=2)=[O:17])[CH2:14][CH2:13]1>>[CH:12]1([NH:15][C:16]([NH:18][C:19]2[CH:20]=[CH:21][C:22]([C:25]3[N:26]=[C:27]([N:34]4[CH2:39][CH2:38][O:37][CH2:36][C@@H:35]4[CH3:40])[C:28]4[CH2:33][N:32]([C:9](=[O:11])[CH2:8][CH2:7][N:3]5[CH2:4][CH2:5][CH2:6][C:2]5=[O:1])[CH2:31][C:29]=4[N:30]=3)=[CH:23][CH:24]=2)=[O:17])[CH2:13][CH2:14]1. Reported procedure: Method as example 127 using 3-(2-oxopyrrolidin-1-yl)propanoic acid and (S)-1-cyclopropyl-3-(4-(4-(3-methylmorpholino)-6,7-dihydro-5H-pyrrolo[3,4-d]pyrimidin-2-yl)phenyl)urea (example 3) as starting materials. Purified by prep HPLC at low pH to afford a white solid. (35.3 mg, 0.066 mmol, 29%). Starting materials: CC(C#N)(Cn1nc2cc(Cl)cc(Br)c2n1)NC(=O)c1ccc(OC(F)(F)F)cc1, C1CCOC1, [F-], OB(O)c1ccc(C(F)(F)F)cc1, [K+]. Product: CC(C#N)(Cn1nc2cc(Cl)cc(-c3ccc(C(F)(F)F)cc3)c2n1)NC(=O)c1ccc(OC(F)(F)F)cc1. RXN SMILES: [Br:1][c:2]1[cH:3][c:4]([Cl:30])[cH:5][c:6]2[n:7][n:8]([CH2:11][C:12]([CH3:13])([C:14]#[N:15])[NH:16][C:17]([c:18]3[cH:19][cH:20][c:21]([O:24][C:25]([F:26])([F:27])[F:28])[cH:22][cH:23]3)=[O:29])[n:9][c:10]12.[CH2:46]1[O:47][CH2:48][CH2:49][CH2:50]1.[F-:31].[F:33][C:34]([c:35]1[cH:36][cH:37][c:38]([B:41]([OH:42])[OH:43])[cH:39][cH:40]1)([F:44])[F:45].[K+:32]>>[c:2]1(-[c:38]2[cH:37][cH:36][c:35]([C:34]([F:33])([F:44])[F:45])[cH:40][cH:39]2)[cH:3][c:4]([Cl:30])[cH:5][c:6]2[n:7][n:8]([CH2:11][C:12]([CH3:13])([C:14]#[N:15])[NH:16][C:17]([c:18]3[cH:19][cH:20][c:21]([O:24][C:25]([F:26])([F:27])[F:28])[cH:22][cH:23]3)=[O:29])[n:9][c:10]12.